describe an organic reaction: reactants, conditions, products, and yield From a dataset of the Open Reaction Database (ORD), a public repository of structured organic reaction records. Reactants: NC1=CC=C(C=N1)C(=O)N1CCOCC1 ((6-Aminopyridin-3-yl)(morpholino)methanone), BrC=1C(N(C=C(C1)Br)C)=O (3,5-dibromo-1-methylpyridin-2(1H)-one). Yields the product BrC=1C=C(C(N(C1)C)=O)NC1=NC=C(C=C1)C(=O)N1CCOCC1 (5-Bromo-1-methyl-3-(5-(morpholine-4-carbonyl)pyridin-2-ylamino)pyridine-2(1H)-one). Isolated yield 21.0%. RXN SMILES: [NH2:1][C:2]1[N:7]=[CH:6][C:5]([C:8]([N:10]2[CH2:15][CH2:14][O:13][CH2:12][CH2:11]2)=[O:9])=[CH:4][CH:3]=1.Br[C:17]1[C:18](=[O:25])[N:19]([CH3:24])[CH:20]=[C:21]([Br:23])[CH:22]=1>>[Br:23][C:21]1[CH:22]=[C:17]([NH:1][C:2]2[CH:3]=[CH:4][C:5]([C:8]([N:10]3[CH2:15][CH2:14][O:13][CH2:12][CH2:11]3)=[O:9])=[CH:6][N:7]=2)[C:18](=[O:25])[N:19]([CH3:24])[CH:20]=1. Procedure: Following Example 136e, 170a and 3,5-dibromo-1-methylpyridin-2(1H)-one were reacted to give 170b in 21% yield. LCMS: (M+H)+ 394. 1H NMR (500 MHz, MeOD) δ 8.84 (d, J=2.5, 1H), 8.42 (d, J=2, 1H), 7.72 (m, 1H), 7.42 (d, J=2, 1H), 7.11 (d, J=8.5, 1H), 3.72 (m, 8H), 3.63 (s, 3H).